From a dataset of the Open Reaction Database (ORD), a public repository of structured organic reaction records. describe an organic reaction: reactants, conditions, products, and yield Reactants: BrC=1C=C(COCC2(CCN(CC2)C(=O)OC(C)(C)C)C2=C(C=C(C=C2)F)F)C=C(C1)C(F)(F)F (tert-Butyl 4-((3-bromo-5-(trifluoromethyl)benzyloxy)methyl)-4-(2,4-difluorophenyl)piperidine-1-carboxylate), C(C)(=O)O[BH-](OC(C)=O)OC(C)=O.[Na+] (sodium triacetoxyborohydride). Run in CO (methanol), CO (MeOH), CO (MeOH). Reaction conditions: time 20 minute. Yields the product BrC=1C=C(COCC2(CCN(CC2)C)C2=C(C=C(C=C2)F)F)C=C(C1)C(F)(F)F (4-((3-Bromo-5-(trifluoromethyl)benzyloxy)methyl)-4-(2,4-difluorophenyl)-1-methylpiperidine). As a reaction SMILES: [Br:1][C:2]1[CH:3]=[C:4]([CH:29]=[C:30]([C:32]([F:35])([F:34])[F:33])[CH:31]=1)[CH2:5][O:6][CH2:7][C:8]1([C:21]2[CH:26]=[CH:25][C:24]([F:27])=[CH:23][C:22]=2[F:28])[CH2:13][CH2:12][N:11]([C:14](OC(C)(C)C)=O)[CH2:10][CH2:9]1.C(O[BH-](OC(=O)C)OC(=O)C)(=O)C.[Na+]>CO>[Br:1][C:2]1[CH:3]=[C:4]([CH:29]=[C:30]([C:32]([F:34])([F:35])[F:33])[CH:31]=1)[CH2:5][O:6][CH2:7][C:8]1([C:21]2[CH:26]=[CH:25][C:24]([F:27])=[CH:23][C:22]=2[F:28])[CH2:9][CH2:10][N:11]([CH3:14])[CH2:12][CH2:13]1 |f:1.2|. Reported procedure: tert-Butyl 4-((3-bromo-5-(trifluoromethyl)benzyloxy)methyl)-4-(2,4-difluorophenyl)piperidine-1-carboxylate (200 mg, 0.35 mmol) was dissolved in methanol (5 mL). Hydrochloric acid (gas) was bubbled through for 20 seconds, then removed. The reaction was allowed to stir for 20 min and the solvent evaporated. The resulting solid was dissolved in dichloromethane (2 mL) and treated with formaldehyde (37 wt. % solution in water, 1.5 mL) at 0° C. After 20 min the reaction was treated with sodium triacet...